The task is: describe an organic reaction: reactants, conditions, products, and yield. This data is from the Open Reaction Database (ORD), a public repository of structured organic reaction records. The reactants are C(C)N1N=CC=2C1=NC(=C(C2NC2CCOCC2)CNC(=O)C2=CC(=CC=C2)C(=O)NCC=2C=C(C(=CC2)F)C2=CC(=CC=C2)CO)CC (N-{[1,6-diethyl-4-(tetrahydro-2H-pyran-4-ylamino)-1H-pyrazolo[3,4-b]pyridine-5-yl]methyl}-N′-{[6-fluoro-3′-(hydroxymethyl)-3-biphenylyl]methyl}-1,3-benzenedicarboxamide), II (iodine), C1=CC=C(C=C1)P(C2=CC=CC=C2)C3=CC=CC=C3 (PPh3). Solvent: C(Cl)Cl (DCM). Conditions: time 28 hour. Yields the product C(C)N1N=CC=2C1=NC(=C(C2NC2CCOCC2)CNC(=O)C2=CC(=CC=C2)C(=O)NCC=2C=C(C(=CC2)F)C2=CC(=CC=C2)CI)CC (N-{[1,6-diethyl-4-(tetrahydro-2H-pyran-4-ylamino)-1H-pyrazolo[3,4-b]pyridin-5-yl]methyl}-N′-{[6-fluoro-3′-(iodomethyl)-3-biphenylyl]methyl}-1,3-benzenedicarboxamide). Reaction SMILES: [CH2:1]([N:3]1[C:7]2=[N:8][C:9]([CH2:48][CH3:49])=[C:10]([CH2:19][NH:20][C:21]([C:23]3[CH:28]=[CH:27][CH:26]=[C:25]([C:29]([NH:31][CH2:32][C:33]4[CH:34]=[C:35]([C:40]5[CH:45]=[CH:44][CH:43]=[C:42]([CH2:46]O)[CH:41]=5)[C:36]([F:39])=[CH:37][CH:38]=4)=[O:30])[CH:24]=3)=[O:22])[C:11]([NH:12][CH:13]3[CH2:18][CH2:17][O:16][CH2:15][CH2:14]3)=[C:6]2[CH:5]=[N:4]1)[CH3:2].[I:50]I.C1C=CC(P(C2C=CC=CC=2)C2C=CC=CC=2)=CC=1>C(Cl)Cl>[CH2:1]([N:3]1[C:7]2=[N:8][C:9]([CH2:48][CH3:49])=[C:10]([CH2:19][NH:20][C:21]([C:23]3[CH:28]=[CH:27][CH:26]=[C:25]([C:29]([NH:31][CH2:32][C:33]4[CH:34]=[C:35]([C:40]5[CH:45]=[CH:44][CH:43]=[C:42]([CH2:46][I:50])[CH:41]=5)[C:36]([F:39])=[CH:37][CH:38]=4)=[O:30])[CH:24]=3)=[O:22])[C:11]([NH:12][CH:13]3[CH2:18][CH2:17][O:16][CH2:15][CH2:14]3)=[C:6]2[CH:5]=[N:4]1)[CH3:2]. Reported procedure: To a solution of N-{[1,6-diethyl-4-(tetrahydro-2H-pyran-4-ylamino)-1H-pyrazolo[3,4-b]pyridine-5-yl]methyl}-N′-{[6-fluoro-3′-(hydroxymethyl)-3-biphenylyl]methyl}-1,3-benzenedicarboxamide (0.0997 g, 0.15 mmol) in DCM (1.0 mL) was added iodine (0.0381 g, 0.15 mmol), and PS-PPh3 (0.0818 g, 0.18 mmol). This mixture was stirred at room temperature for 28 h, filtered and concentrated to afford N-{[1,6-diethyl-4-(tetrahydro-2H-pyran-4-ylamino)-1H-pyrazolo[3,4-b]pyridin-5-yl]methyl}-N′-{[6-fluoro-3′-(iod... The reactants are COC(C1=CC=C(C=C1)N1C=NC(=C1)C=1C(=NOC1C(F)(F)F)C1=CC=CC=C1)=O (4-[4-(3-phenyl-5-trifluoromethyl-isoxazol-4-yl)-imidazol-1-yl]-benzoic acid methyl ester), O (water), C[Al](C)C (trimethylaluminium), C1(CC1)CN (cyclopropanemethylamine). The solvent is O1CCOCC1 (dioxane), O1CCOCC1 (dioxane). Conditions: temperature 90 celsius. Product: C1(CC1)CNC(C1=CC=C(C=C1)N1C=NC(=C1)C=1C(=NOC1C(F)(F)F)C1=CC=CC=C1)=O (N-Cyclopropylmethyl-4-[4-(3-phenyl-5-trifluoromethyl-isoxazol-4-yl)-imidazol-1-yl]-benzamide). The yield is 78.0%. As a reaction SMILES: C[Al](C)C.[CH:5]1([CH2:8][NH2:9])[CH2:7][CH2:6]1.C[O:11][C:12](=O)[C:13]1[CH:18]=[CH:17][C:16]([N:19]2[CH:23]=[C:22]([C:24]3[C:25]([C:33]4[CH:38]=[CH:37][CH:36]=[CH:35][CH:34]=4)=[N:26][O:27][C:28]=3[C:29]([F:32])([F:31])[F:30])[N:21]=[CH:20]2)=[CH:15][CH:14]=1.O>O1CCOCC1>[CH:5]1([CH2:8][NH:9][C:12](=[O:11])[C:13]2[CH:18]=[CH:17][C:16]([N:19]3[CH:23]=[C:22]([C:24]4[C:25]([C:33]5[CH:34]=[CH:35][CH:36]=[CH:37][CH:38]=5)=[N:26][O:27][C:28]=4[C:29]([F:32])([F:31])[F:30])[N:21]=[CH:20]3)=[CH:15][CH:14]=2)[CH2:7][CH2:6]1. Reported procedure: A solution of trimethylaluminium (2 M in toluene, 338 μL, 0.68 mmol) and cyclopropanemethylamine (60.4 μL, 0.68 mmol) in dioxane (9 mL) was stirred at room temperature for 1 h and then a solution of 4-[4-(3-phenyl-5-trifluoromethyl-isoxazol-4-yl)-imidazol-1-yl]-benzoic acid methyl ester (70 mg, 0.17 mmol) in dioxane (6 mL) was added. The resulting mixture was then heated at 85-95° C. overnight and then cooled to room temperature and then poured into water and extracted with ethyl acetate which w... The reactants are ClC1=NC=CC(=N1)C (2-chloro-4-methylpyrimidine), ClC1=NC=CC(=N1)C (2-chloro-4-methylpyrimidine), ClC1=NC=C(C=N1)C (2-chloro-5-methylpyrimidine). The product is N1CC(C1)C1=NC=CC(=N1)C (2-azetidin-3-yl-4-methylpyrimidine). As a reaction SMILES: Cl[C:2]1[N:7]=[C:6]([CH3:8])[CH:5]=[CH:4][N:3]=1.ClC1[N:15]=[CH:14][C:13]([CH3:16])=CN=1>>[NH:15]1[CH2:14][CH:13]([C:2]2[N:7]=[C:6]([CH3:8])[CH:5]=[CH:4][N:3]=2)[CH2:16]1. Reported procedure: Compound P17 was prepared according to the general procedure for the synthesis of P12 described in Preparation 51, except that 2-chloro-4-methylpyrimidine (the synthesis of 2-chloro-4-methylpyrimidine is described by D. B. Harden & M. J. Mokrosz, J. Organic Chem., 1998, 53, 4137-4140) was used instead of 2-chloro-5-methylpyrimidine, to provide P17. Yield: 647 mg, 4.34 mmol, 87%. 1H NMR (400 MHz, CD3OD) δ 2.52 (s, 3H), 4.0 (m, 2H), 4.12 (m, 2H), 4.18 (m, 1H), 7.23 (d, J=5.4 Hz, 1H), 8.59 (d, J=5.... Reactants: [Si](C)(C)(C(C)(C)C)OC1CCNCC1 (4-(Tert-butyldimethylsilyloxy)piperidine), C([O-])([O-])=O.[Cs+].[Cs+] (cesium carbonate), C1(CCCCC1)P(C1=C(C=CC=C1)C1=C(C=C(C=C1C(C)C)C(C)C)C(C)C)C1CCCCC1 (2-dicyclohexylphosphino-2′,4′,6′-triisopropylbiphenyl), C(C1=CC=CC=C1)OC1=C(C(=O)NC2=C(C(=O)OC(C)(C)C)C=CC(=C2)C2=CC=CC=C2)C=C(C=C1)Br (tert-butyl 2-(2-(benzyloxy)-5-bromobenzamido)-4-phenylbenzoate). Solvent: C(C)(=O)OCC (ethyl acetate), O (water), C1(=CC=CC=C1)C (toluene). Reported procedure: 4-(Tert-butyldimethylsilyloxy)piperidine (0.23 g), cesium carbonate (0.44 g), tris(dibenzylideneacetone)dipalladium(0) (9.8 mg), 2-dicyclohexylphosphino-2′,4′,6′-triisopropylbiphenyl (26 mg), and palladium(II) acetate (4.8 mg) were added to a toluene (4.5 mL) solution of tert-butyl 2-(2-(benzyloxy)-5-bromobenzamido)-4-phenylbenzoate (0.30 g), followed by heating to reflux under a nitrogen atmosphere for 4 hours and 30 minutes. The reaction mixture was cooled to room temperature, and water and et... Yields the product C(C1=CC=CC=C1)OC1=C(C(=O)NC2=C(C(=O)OC(C)(C)C)C=CC(=C2)C2=CC=CC=C2)C=C(C=C1)N1CCC(CC1)O[Si](C)(C)C(C)(C)C (tert-butyl 2-(2-(benzyloxy)-5-(4-(tert-butyldimethylsilyloxy)piperidin-1-yl)benzamido)-4-phenylbenzoate). Yield: 86.0%. The reagents and catalysts are C=1C=CC(=CC1)/C=C/C(=O)/C=C/C2=CC=CC=C2.C=1C=CC(=CC1)/C=C/C(=O)/C=C/C2=CC=CC=C2.C=1C=CC(=CC1)/C=C/C(=O)/C=C/C2=CC=CC=C2.[Pd].[Pd] (tris(dibenzylideneacetone)dipalladium(0)), C(C)(=O)[O-].[Pd+2].C(C)(=O)[O-] (palladium(II) acetate). As a reaction SMILES: [Si:1]([O:8][CH:9]1[CH2:14][CH2:13][NH:12][CH2:11][CH2:10]1)([C:4]([CH3:7])([CH3:6])[CH3:5])([CH3:3])[CH3:2].C(=O)([O-])[O-].[Cs+].[Cs+].C1(P(C2CCCCC2)C2C=CC=CC=2C2C(C(C)C)=CC(C(C)C)=CC=2C(C)C)CCCCC1.[CH2:55]([O:62][C:63]1[CH:90]=[CH:89][C:88](Br)=[CH:87][C:64]=1[C:65]([NH:67][C:68]1[CH:80]=[C:79]([C:81]2[CH:86]=[CH:85][CH:84]=[CH:83][CH:82]=2)[CH:78]=[CH:77][C:69]=1[C:70]([O:72][C:73]([CH3:76])([CH3:75])[CH3:74])=[O:71])=[O:66])[C:56]1[CH:61]=[CH:60][CH:59]=[CH:58][CH:57]=1>C1C=CC(/C=C/C(/C=C/C2C=CC=CC=2)=O)=CC=1.C1C=CC(/C=C/C(/C=C/C2C=CC=CC=2)=O)=CC=1.C1C=CC(/C=C/C(/C=C/C2C=CC=CC=2)=O)=CC=1.[Pd].[Pd].C([O-])(=O)C.[Pd+2].C([O-])(=O)C.C(OCC)(=O)C.O.C1(C)C=CC=CC=1>[CH2:55]([O:62][C:63]1[CH:90]=[CH:89][C:88]([N:12]2[CH2:11][CH2:10][CH:9]([O:8][Si:1]([C:4]([CH3:7])([CH3:6])[CH3:5])([CH3:3])[CH3:2])[CH2:14][CH2:13]2)=[CH:87][C:64]=1[C:65]([NH:67][C:68]1[CH:80]=[C:79]([C:81]2[CH:86]=[CH:85][CH:84]=[CH:83][CH:82]=2)[CH:78]=[CH:77][C:69]=1[C:70]([O:72][C:73]([CH3:76])([CH3:75])[CH3:74])=[O:71])=[O:66])[C:56]1[CH:57]=[CH:58][CH:59]=[CH:60][CH:61]=1 |f:1.2.3,6.7.8.9.10,11.12.13|. Product: CCC(=O)N(c1ccccc1)C1(COC)CCN(CCc2ccccc2)CC1. RXN SMILES: [Br:1][CH2:2][CH2:3][c:4]1[cH:5][cH:6][cH:7][cH:8][cH:9]1.[CH3:10][O:11][CH2:12][C:13]1([N:19]([C:20]([CH2:21][CH3:22])=[O:23])[c:24]2[cH:25][cH:26][cH:27][cH:28][cH:29]2)[CH2:14][CH2:15][NH:16][CH2:17][CH2:18]1.[CH3:38][CH:39]([CH3:40])[CH2:41][C:42](=[O:43])[CH3:44].[I-:31].[K+:30].[Na+:32].[Na+:33].[O-:34][C:35](=[O:36])[O-:37]>>[CH2:2]([CH2:3][c:4]1[cH:5][cH:6][cH:7][cH:8][cH:9]1)[N:16]1[CH2:15][CH2:14][C:13]([CH2:12][O:11][CH3:10])([N:19]([C:20]([CH2:21][CH3:22])=[O:23])[c:24]2[cH:25][cH:26][cH:27][cH:28][cH:29]2)[CH2:18][CH2:17]1. Starting materials: BrCCc1ccccc1, CCC(=O)N(c1ccccc1)C1(COC)CCNCC1, CC(=O)CC(C)C, [I-], [K+], [Na+], [Na+], O=C([O-])[O-]. The reactants are [Al], CCOC(C)=O, O=c1[nH]ccc2[nH]c3ccc(F)cc3c12, O=C1CCC(=O)N1Br, CN(C)C=O. Yields the product O=c1[nH]cc(Br)c2[nH]c3ccc(F)cc3c12. Reaction SMILES: [Al:16].[CH3:30][CH2:31][O:32][C:33]([CH3:34])=[O:35].[F:1][c:2]1[cH:3][c:4]2[c:5]3[c:6]([nH:7][c:8]2[cH:9][cH:10]1)[cH:11][cH:12][nH:13][c:14]3=[O:15].[O:17]=[C:18]1[N:19]([Br:24])[C:20](=[O:21])[CH2:22][CH2:23]1.[O:25]=[CH:26][N:27]([CH3:28])[CH3:29]>>[F:1][c:2]1[cH:3][c:4]2[c:5]3[c:6]([nH:7][c:8]2[cH:9][cH:10]1)[c:11]([Br:24])[cH:12][nH:13][c:14]3=[O:15]. Reactants: CC(=O)O, CS(C)=O, C1CCCNCC1, NC(=O)c1cc(-c2csc(C=O)c2)cc2c(CC3CCS(=O)(=O)CC3)c[nH]c12. The product is NC(=O)c1cc(-c2csc(CN3CCCCCC3)c2)cc2c(CC3CCS(=O)(=O)CC3)c[nH]c12. RXN SMILES: [CH3:36][C:37](=[O:38])[OH:39].[CH3:40][S:41]([CH3:42])=[O:43].[NH:29]1[CH2:30][CH2:31][CH2:32][CH2:33][CH2:34][CH2:35]1.[O:1]=[S:2]1(=[O:28])[CH2:3][CH2:4][CH:5]([CH2:8][c:9]2[cH:10][nH:11][c:12]3[c:13]([C:25](=[O:26])[NH2:27])[cH:14][c:15](-[c:18]4[cH:19][s:20][c:21]([CH:23]=[O:24])[cH:22]4)[cH:16][c:17]23)[CH2:6][CH2:7]1>>[O:1]=[S:2]1(=[O:28])[CH2:3][CH2:4][CH:5]([CH2:8][c:9]2[cH:10][nH:11][c:12]3[c:13]([C:25](=[O:26])[NH2:27])[cH:14][c:15](-[c:18]4[cH:19][s:20][c:21]([CH2:23][N:29]5[CH2:30][CH2:31][CH2:32][CH2:33][CH2:34][CH2:35]5)[cH:22]4)[cH:16][c:17]23)[CH2:6][CH2:7]1.